From a dataset of the Open Reaction Database (ORD), a public repository of structured organic reaction records. describe an organic reaction: reactants, conditions, products, and yield The reactants are CC1=C2C=C(NC(C2=CC=C1)=O)C1=CC=C(C=C1)CN1CCNCC1 (5-methyl-3-(4-piperazin-1-ylmethyl-phenyl)-2H-isoquinolin-1-one), C(C)(C)(C)N=C=O (tert-butyl isocyanate). Yield: 53.9%. Reaction conditions: time 1 hour. Product: C(C)(C)(C)NC(=O)N1CCN(CC1)CC1=CC=C(C=C1)C=1NC(C2=CC=CC(=C2C1)C)=O (4-[4-(5-methyl-1-oxo-1,2-dihydro-isoquinolin-3-yl)-benzyl]-piperazine-1-carboxylic acid tert-butylamide). Run in C(Cl)Cl (CH2Cl2). Reported procedure: To a stirred solution of 5-methyl-3-(4-piperazin-1-ylmethyl-phenyl)-2H-isoquinolin-1-one (40 mg, 0.12 mmol) in CH2Cl2 (0.5 mL) was added tert-butyl isocyanate (0.014 mL, 0.12 mmol) and the reaction mixture stirred at RT for 1 h after which time the solvent was removed in vacuo and the crude residue purified by reverse phase preparative HPLC-MS to afford 4-[4-(5-methyl-1-oxo-1,2-dihydro-isoquinolin-3-yl)-benzyl]-piperazine-1-carboxylic acid tert-butylamide as a white solid (28 mg, 54%). Reaction SMILES: [CH3:1][C:2]1[CH:11]=[CH:10][CH:9]=[C:8]2[C:3]=1[CH:4]=[C:5]([C:13]1[CH:18]=[CH:17][C:16]([CH2:19][N:20]3[CH2:25][CH2:24][NH:23][CH2:22][CH2:21]3)=[CH:15][CH:14]=1)[NH:6][C:7]2=[O:12].[C:26]([N:30]=[C:31]=[O:32])([CH3:29])([CH3:28])[CH3:27]>C(Cl)Cl>[C:26]([NH:30][C:31]([N:23]1[CH2:24][CH2:25][N:20]([CH2:19][C:16]2[CH:15]=[CH:14][C:13]([C:5]3[NH:6][C:7](=[O:12])[C:8]4[C:3]([CH:4]=3)=[C:2]([CH3:1])[CH:11]=[CH:10][CH:9]=4)=[CH:18][CH:17]=2)[CH2:21][CH2:22]1)=[O:32])([CH3:29])([CH3:28])[CH3:27]. The reactants are FC(N1C=NC2=C1C(=NC(=C2)C2=CC(=C(C=C2)OC)OC)O[C@H](C)[C@@H]2CC(N(C2)[C@H](C)C2=CC=C(C=C2)OC)=O)F ((R)-4-((R)-1-(3-(difluoromethyl)-6-(3,4-dimethoxyphenyl)-3H-imidazo[4,5-c]pyridin-4-yloxy)ethyl)-1-((R)-1-(4-methoxyphenyl)ethyl)pyrrolidin-2-one). Solvent: C(=O)(C(F)(F)F)O (TFA). Conditions: temperature 60 celsius, time 22 hour. Product: FC(N1C=NC2=C1C(=NC(=C2)C2=CC(=C(C=C2)OC)OC)O[C@H](C)[C@@H]2CC(NC2)=O)F ((R)-4-((R)-1-(3-(difluoromethyl)-6-(3,4-dimethoxyphenyl)-3H-imidazo[4,5-c]pyridin-4-yloxy)ethyl)pyrrolidin-2-one). As a reaction SMILES: [F:1][CH:2]([F:41])[N:3]1[C:7]2[C:8]([O:22][C@@H:23]([C@H:25]3[CH2:29][N:28]([C@@H](C4C=CC(OC)=CC=4)C)[C:27](=[O:40])[CH2:26]3)[CH3:24])=[N:9][C:10]([C:12]3[CH:17]=[CH:16][C:15]([O:18][CH3:19])=[C:14]([O:20][CH3:21])[CH:13]=3)=[CH:11][C:6]=2[N:5]=[CH:4]1>C(O)(C(F)(F)F)=O>[F:41][CH:2]([F:1])[N:3]1[C:7]2[C:8]([O:22][C@@H:23]([C@H:25]3[CH2:29][NH:28][C:27](=[O:40])[CH2:26]3)[CH3:24])=[N:9][C:10]([C:12]3[CH:17]=[CH:16][C:15]([O:18][CH3:19])=[C:14]([O:20][CH3:21])[CH:13]=3)=[CH:11][C:6]=2[N:5]=[CH:4]1. Procedure: (R)-4-((R)-1-(3-(difluoromethyl)-6-(3,4-dimethoxyphenyl)-3H-imidazo[4,5-c]pyridin-4-yloxy)ethyl)-1-((R)-1-(4-methoxyphenyl)ethyl)pyrrolidin-2-one 2.30 (max. 0.153 mmol) was dissolved in TFA (2 mL) and heated to 60° C. with stirring. After 22 h, the red solution was concentrated in vacuo and diluted with EtOAc (20 mL) and saturated aqueous NaHCO3 (20 mL). The phases were separated and the aqueous phase was extracted with EtOAc (20 mL). The combined organic phase was dried over Na2SO4, filtered, a... Starting materials: C(CCC)[Li] (n-butyllithium), ClC=1C=CC2=C(C=CS2)C1 (5-chlorobenzothiophene), C(C)(C)(C)OC(=O)N1CCC(CC1)=O (1-tert-butoxycarbonyl-4-piperidone). Solvent: O1CCCC1 (tetrahydrofuran). Run at temperature -78 celsius, time 1 hour. The product is ClC=1C=CC2=C(C=C(S2)C2(CCN(CC2)C(=O)OC(C)(C)C)O)C1 (5-chloro-2-(4-hydroxy-1-(tert-butoxycarbonyl)piperidin-4-yl)benzothiophene). Yield: 83.2%. RXN SMILES: [Cl:1][C:2]1[CH:3]=[CH:4][C:5]2[S:9][CH:8]=[CH:7][C:6]=2[CH:10]=1.C([Li])CCC.[C:16]([O:20][C:21]([N:23]1[CH2:28][CH2:27][C:26](=[O:29])[CH2:25][CH2:24]1)=[O:22])([CH3:19])([CH3:18])[CH3:17]>O1CCCC1>[Cl:1][C:2]1[CH:3]=[CH:4][C:5]2[S:9][C:8]([C:26]3([OH:29])[CH2:25][CH2:24][N:23]([C:21]([O:20][C:16]([CH3:18])([CH3:17])[CH3:19])=[O:22])[CH2:28][CH2:27]3)=[CH:7][C:6]=2[CH:10]=1. Procedure details: A solution of 0.60 gm (3.56 mMol) 5-chlorobenzothiophene 1.55 mL in 20 mL freshly distilled tetrahydrofuran was cooled to -78° C. under a nitrogen atmosphere. To this was then added a solution of 2.94 mL (3.56 mMol) n-butyllithium and the reaction mixture was stirred at -78° C. for 1 hour. To the resulting anion solution was added dropwise a solution of 0.779 gm (3.91 mMol) 1-tert-butoxycarbonyl-4-piperidone and then the reaction mixture was allowed to warm to 0° C. The reaction mixture was then... The reactants are OCCCCCC=O (6-hydroxyhexanal), [NH4+].[OH-] (NH4OH). Solvent: O (water). Conditions: temperature 90 celsius, time 3 hour. The product is OCCCCCC(=O)N (6-hydroxycaproamide). Yield: 35.0%. Reaction SMILES: [OH:1][CH2:2][CH2:3][CH2:4][CH2:5][CH2:6][CH:7]=[O:8].[NH4+:9].[OH-]>O>[OH:8][CH2:7][CH2:6][CH2:5][CH2:4][CH2:3][C:2]([NH2:9])=[O:1] |f:1.2|. Procedure: 5.28 Grams (45 mmols) of 6-hydroxyhexanal was charged to a 100 milliliter Schlenk flask and dissolved in 10 milliliters of deionized water by heating to 85-95° C. in a water bath. The resulting solution was charged to the Parr autoclave containing 35 milliliters of NH4OH. The reactor was placed under 400 psi air, heated to 80° C. and a 500 psi air purge was established. Reaction was allowed to proceed for 3 hours. At that time, reaction conversion was virtually complete and 6-hydroxycaproamide w... Starting materials: C, COC(=O)c1ccc(C=Cc2nc(-c3ccccc3)c(C)s2)cc1, C1COCCO1, [Pd]. The product is COC(=O)c1ccc(CCc2nc(-c3ccccc3)c(C)s2)cc1. Reaction SMILES: [C:25].[CH3:1][c:2]1[c:3](-[c:19]2[cH:20][cH:21][cH:22][cH:23][cH:24]2)[n:4][c:5]([CH:7]=[CH:8][c:9]2[cH:10][cH:11][c:12]([C:13](=[O:14])[O:15][CH3:16])[cH:17][cH:18]2)[s:6]1.[O:27]1[CH2:28][CH2:29][O:30][CH2:31][CH2:32]1.[Pd:26]>>[CH3:1][c:2]1[c:3](-[c:19]2[cH:20][cH:21][cH:22][cH:23][cH:24]2)[n:4][c:5]([CH2:7][CH2:8][c:9]2[cH:10][cH:11][c:12]([C:13](=[O:14])[O:15][CH3:16])[cH:17][cH:18]2)[s:6]1. Starting materials: CC(=O)[O-], CCO, Cl, [K+], NO, O, O=C(Cc1c[nH]c2ccccc12)c1ccccc1. The product is ON=C(Cc1c[nH]c2ccccc12)c1ccccc1. RXN SMILES: [CH3:23][C:24](=[O:25])[O-:26].[CH3:27][CH2:28][OH:29].[ClH:19].[K+:22].[NH2:20][OH:21].[OH2:30].[nH:1]1[cH:2][c:3]([CH2:10][C:11](=[O:12])[c:13]2[cH:14][cH:15][cH:16][cH:17][cH:18]2)[c:4]2[cH:5][cH:6][cH:7][cH:8][c:9]12>>[nH:1]1[cH:2][c:3]([CH2:10][C:11]([c:13]2[cH:14][cH:15][cH:16][cH:17][cH:18]2)=[N:20][OH:21])[c:4]2[cH:5][cH:6][cH:7][cH:8][c:9]12. Procedure details: Prepared from (3-amino-2′-fluoro-biphenyl-4-yl)-carbamic acid tert.-butyl ester (Example G37) (151 mg, 0.5 mmol) and 3-(2-imidazol-1-yl-thiazol-4-yl)-3-oxo-propionic acid tert.-butyl ester (Example H19) (235 mg, 0.8 mmol) according to the general procedure K. Obtained as a white solid (98 mg). The reactants are C(C)(C)(C)OC(NC1=C(C=C(C=C1)C1=C(C=CC=C1)F)N)=O ((3-amino-2′-fluoro-biphenyl-4-yl)-carbamic acid tert.-butyl ester), C(C)(C)(C)OC(CC(=O)C=1N=C(SC1)N1C=NC=C1)=O (3-(2-Imidazol-1-yl-thiazol-4-yl)-3-oxo-propionic acid tert.-butyl ester). As a reaction SMILES: [C:1]([O:5][C:6](=[O:22])[NH:7][C:8]1[CH:13]=[CH:12][C:11]([C:14]2[CH:19]=[CH:18][CH:17]=[CH:16][C:15]=2[F:20])=[CH:10][C:9]=1[NH2:21])([CH3:4])([CH3:3])[CH3:2].C([O:27][C:28](=O)[CH2:29][C:30]([C:32]1[N:33]=[C:34]([N:37]2[CH:41]=[CH:40][N:39]=[CH:38]2)[S:35][CH:36]=1)=[O:31])(C)(C)C>>[C:1]([O:5][C:6](=[O:22])[NH:7][C:8]1[CH:13]=[CH:12][C:11]([C:14]2[CH:19]=[CH:18][CH:17]=[CH:16][C:15]=2[F:20])=[CH:10][C:9]=1[NH:21][C:28](=[O:27])[CH2:29][C:30]([C:32]1[N:33]=[C:34]([N:37]2[CH:41]=[CH:40][N:39]=[CH:38]2)[S:35][CH:36]=1)=[O:31])([CH3:4])([CH3:2])[CH3:3]. Product: C(C)(C)(C)OC(NC1=C(C=C(C=C1)C1=C(C=CC=C1)F)NC(CC(=O)C=1N=C(SC1)N1C=NC=C1)=O)=O ({2′-Fluoro-3-[3-(2-imidazol-1-yl-thiazol-4-yl)-3-oxo-propionylamino]-biphenyl-4-yl}-carbamic acid tert.-butyl ester). The yield is 37.6%. Reactants: ClCCl.C(C)(=O)OCC (dichloromethane ethyl acetate), C1(=CC=CC=C1)O (phenol), BrCC1=CC2=CC=CC=C2C=C1 (2-Bromomethylnaphthalene), C(=O)([O-])[O-].[K+].[K+] (K2CO3), crown ether, BrCC1=CC=CC2=CC=CC=C12 (bromomethylnaphthalene), C(=O)([O-])[O-].[K+].[K+] (K2CO3), C1COCCOCCOCCOCCOCCO1 (18-crown-6). The solvent is C(C)#N (acetonitrile). Conditions: time 15 minute. Yields the product COC(CC1=CC(=CC=C1)C(C1=CC=C(C=C1)OCC1=CC2=CC=CC=C2C=C1)=O)=O (3-[4-(2-Naphthalenylmethoxy)benzoyl]benzene acetic acid methylester). RXN SMILES: [C:1]1([OH:7])[CH:6]=[CH:5][CH:4]=[CH:3][CH:2]=1.[C:8]([O-:11])([O-])=O.[K+].[K+].C1OCCOCCOCCOCCOCCOC1.Br[CH2:33][C:34]1[CH:43]=[CH:42][C:41]2[C:36](=[CH:37][CH:38]=[CH:39][CH:40]=2)[CH:35]=1.BrC[C:46]1[C:55]2[C:50](=CC=CC=2)[CH:49]=[CH:48][CH:47]=1.ClCCl.[C:59]([O:62][CH2:63]C)(=[O:61])[CH3:60]>C(#N)C>[CH3:63][O:62][C:59](=[O:61])[CH2:60][C:46]1[CH:55]=[CH:50][CH:49]=[C:48]([C:8](=[O:11])[C:4]2[CH:5]=[CH:6][C:1]([O:7][CH2:33][C:34]3[CH:43]=[CH:42][C:41]4[C:36](=[CH:37][CH:38]=[CH:39][CH:40]=4)[CH:35]=3)=[CH:2][CH:3]=2)[CH:47]=1 |f:1.2.3,7.8|. Procedure details: A mixture of the phenol (1 g, 3.7 mmole) of Example 3F, powdered anhhydrous K2CO3 (0.48 g, 3.7 mmole), 18-crown-6 (0.098 g, 0.37 mmole) and acetonitrile (10 mL) is stirred under nitrogen for 15 minutes. 2-Bromomethylnaphthalene (0.496 g, 4.07 mmole) is added and the mixture is placed in an oil bath heated at 65°-70° C. for 10 hours (TLC, dichloromethane-ethyl acetate 8:2). A 10% excess of K2CO3, crown ether and bromomethylnaphthalene is added and the heating is continued for another 4 hours. The... Reactants: BrCC(=O)C1=CC2=C(N=CS2=O)C=C1 (6-(bromoacetyl)benzothiazolinone), C(C)[SiH](CC)CC (triethylsilane). Solvent: FC(C(=O)O)(F)F (trifluoroacetic acid). Product: BrCCC1=CC2=C(N=CS2=O)C=C1 (6-(2-Bromoethyl)benzothiazolinone). As a reaction SMILES: [Br:1][CH2:2][C:3]([C:5]1[CH:14]=[CH:13][C:8]2[N:9]=[CH:10][S:11](=[O:12])[C:7]=2[CH:6]=1)=O.C([SiH](CC)CC)C>FC(F)(F)C(O)=O>[Br:1][CH2:2][CH2:3][C:5]1[CH:14]=[CH:13][C:8]2[N:9]=[CH:10][S:11](=[O:12])[C:7]=2[CH:6]=1. Procedure details: In a 500-cm3 ground-necked flask surmounted by a condenser, and placed in an oil bath, 40.8 g (0. 15 mol) of 6-(bromoacetyl)benzothiazolinone are dissolved in 90 cm3 of trifluoroacetic acid with magnetic stirring and while the temperature is stabilized at 60° C. 52.7 cm3 (0-33 mol) of triethylsilane are introduced dropwise via a dropping funnel. After the addition, the heating is stopped and the mixture is then left stirring vigorously for 30 hours. The reaction medium is hydrolyzed by pouring i...